Dataset: the Open Reaction Database (ORD), a public repository of structured organic reaction records. Task: describe an organic reaction: reactants, conditions, products, and yield Starting materials: C(C)OC(=O)N=NC(=O)OCC (azodicarboxylic acid diethyl ester), C1(=CC=CC=C1)C (toluene), S(=O)(=O)(N)N (sulfamide), C(C)(=O)S[C@H]1C[C@@H](N(C1)C(=O)OC(C)(C)C)CO ((2R,4S)-4-acetylthio-1-t-butoxycarbonylpyrrolidine-2-methanol). The solvent is O1CCCC1 (tetrahydrofuran). Yields the product C(C)(=O)S[C@H]1C[C@@H](N(C1)C(=O)OC(C)(C)C)CN(S(N)(=O)=O)C(=O)OC(C)(C)C ((2R,4S)-4-acetylthio-1-t-butoxycarbonyl-2-(N-t-butoxycarbonyl-N-sulfamoylamino)methylpyrrolidine). RXN SMILES: [S:1]([NH2:5])([NH2:4])(=[O:3])=[O:2].[C:6]([S:9][C@@H:10]1[CH2:14][N:13]([C:15]([O:17][C:18]([CH3:21])([CH3:20])[CH3:19])=[O:16])[C@@H:12]([CH2:22]O)[CH2:11]1)(=[O:8])[CH3:7].C([O:26][C:27](N=NC(OCC)=O)=[O:28])C.[C:36]1([CH3:42])[CH:41]=CC=C[CH:37]=1>O1CCCC1>[C:6]([S:9][C@@H:10]1[CH2:14][N:13]([C:15]([O:17][C:18]([CH3:19])([CH3:20])[CH3:21])=[O:16])[C@@H:12]([CH2:22][N:4]([C:27]([O:28][C:36]([CH3:42])([CH3:41])[CH3:37])=[O:26])[S:1](=[O:3])(=[O:2])[NH2:5])[CH2:11]1)(=[O:8])[CH3:7]. Procedure: Preparation of a sulfamide compound To a solution of (2R,4S)-4-acetylthio-1-t-butoxycarbonylpyrrolidine-2-methanol (i.e., a substrate) in tetrahydrofuran (THF) triphenylphosphine (PPh3) N-t-butoxycarbonylsulfamide (BSMD), and azodicarboxylic acid diethyl ester (DEAD) are successively added under ice cooling. The conditions for this reaction are shown in Table 2, Step A-6. The reaction mixture is diluted with toluene, concentrated, diluted with toluene, and the formed crystals are filtered off. T...